From a dataset of the Open Reaction Database (ORD), a public repository of structured organic reaction records. describe an organic reaction: reactants, conditions, products, and yield Reactants: C1(=CC=CC=C1)C1([C@H]2N(BO1)CCC2)C2=CC=CC=C2 ((S)-5,5-diphenyl-3,4-propano-1,3,2-oxazaborolidine), O1NBCC1 (oxazaborolidine). Product: B (borane), C1(=CC=CC=C1)C(O)([C@H]1NCCC1)C1=CC=CC=C1 ((S)-(-)-α,α-diphenyl-2-pyrrolidinemethanol). Reaction SMILES: [C:1]1([C:7]2([C:15]3[CH:20]=[CH:19][CH:18]=[CH:17][CH:16]=3)[O:11][BH:10][N:9]3[CH2:12][CH2:13][CH2:14][C@@H:8]23)[CH:6]=[CH:5][CH:4]=[CH:3][CH:2]=1.O1CCBN1>>[BH3:10].[C:1]1([C:7]([C:15]2[CH:20]=[CH:19][CH:18]=[CH:17][CH:16]=2)([C@@H:8]2[CH2:14][CH2:13][CH2:12][NH:9]2)[OH:11])[CH:2]=[CH:3][CH:4]=[CH:5][CH:6]=1. Reported procedure: The above-described mechanism is illustrated, for (S)-5,5-diphenyl-3,4-propano-1,3,2-oxazaborolidine (the oxazaborolidine formed from the reaction of borane with (S)-(-)-α,α-diphenyl-2-pyrrolidinemethanol) as the catalyst in the following manner: ##STR3##